This data is from the Open Reaction Database (ORD), a public repository of structured organic reaction records. The task is: describe an organic reaction: reactants, conditions, products, and yield The reactants are CCCCC(=O)Nc1ccc(C(=O)OC)cc1[N+](=O)[O-], N#Cc1ccccc1-c1ccc(CBr)cc1, [K+], [K+], O=C([O-])[O-], CN(C)C=O, O. The product is CCCCC(=O)N(Cc1ccc(-c2ccccc2C#N)cc1)c1ccc(C(=O)OC)cc1[N+](=O)[O-]. As a reaction SMILES: [C:1]([CH2:2][CH2:3][CH2:4][CH3:5])(=[O:6])[NH:7][c:8]1[c:9]([N+:18](=[O:19])[O-:20])[cH:10][c:11]([C:12](=[O:13])[O:14][CH3:15])[cH:16][cH:17]1.[C:21](#[N:22])[c:23]1[c:24](-[c:29]2[cH:30][cH:31][c:32]([CH2:33][Br:34])[cH:35][cH:36]2)[cH:25][cH:26][cH:27][cH:28]1.[K+:37].[K+:38].[O-:39][C:40]([O-:41])=[O:42].[O:44]=[CH:45][N:46]([CH3:47])[CH3:48].[OH2:43]>>[C:1]([CH2:2][CH2:3][CH2:4][CH3:5])(=[O:6])[N:7]([c:8]1[c:9]([N+:18](=[O:19])[O-:20])[cH:10][c:11]([C:12](=[O:13])[O:14][CH3:15])[cH:16][cH:17]1)[CH2:33][c:32]1[cH:31][cH:30][c:29](-[c:24]2[c:23]([C:21]#[N:22])[cH:28][cH:27][cH:26][cH:25]2)[cH:36][cH:35]1. Reactants: Cl, Cc1n[nH]c(=O)n1N, O=Cc1cccnc1. The product is Cc1n[nH]c(=O)n1N=Cc1cccnc1. RXN SMILES: [ClH:17].[NH2:1][n:2]1[c:3](=[O:8])[nH:4][n:5][c:6]1[CH3:7].[n:9]1[cH:10][c:11]([CH:15]=[O:16])[cH:12][cH:13][cH:14]1>>[N:1]([n:2]1[c:3](=[O:8])[nH:4][n:5][c:6]1[CH3:7])=[CH:15][c:11]1[cH:10][n:9][cH:14][cH:13][cH:12]1. Starting materials: C(C1=CC=CC=C1)(=O)N1C=C(C2=C(C(=CC=C12)OC)C(F)(F)F)CC(=O)O (1-benzoyl-5-methoxy-4-trifluoromethyl-3-indolyl acetic acid), Cl.N1=CC=CC=C1 (pyridine hydrochloride). Yields the product C(C1=CC=CC=C1)(=O)N1C=C(C2=C(C(=CC=C12)O)C(F)(F)F)CC(=O)O (1-benzoyl-5-hydroxy-4-trifluoromethyl-3-indolyl acetic acid). RXN SMILES: [C:1]([N:9]1[C:17]2[C:12](=[C:13]([C:20]([F:23])([F:22])[F:21])[C:14]([O:18]C)=[CH:15][CH:16]=2)[C:11]([CH2:24][C:25]([OH:27])=[O:26])=[CH:10]1)(=[O:8])[C:2]1[CH:7]=[CH:6][CH:5]=[CH:4][CH:3]=1.Cl.N1C=CC=CC=1>>[C:1]([N:9]1[C:17]2[C:12](=[C:13]([C:20]([F:21])([F:22])[F:23])[C:14]([OH:18])=[CH:15][CH:16]=2)[C:11]([CH2:24][C:25]([OH:27])=[O:26])=[CH:10]1)(=[O:8])[C:2]1[CH:3]=[CH:4][CH:5]=[CH:6][CH:7]=1 |f:1.2|. Reported procedure: 0.001 mole of 1-benzoyl-5-methoxy-4-trifluoromethyl-3-indolyl acetic acid is added portionwise, with stirring, to 1.5 g. of pyridine hydrochloride at 160°-220°. On cooling, the residue is extracted with saturated sodium bicarbonate solution and made neutral with 1.0N HCl. The solution is then extracted with ether, and the ether extracts washed well with water and dried over sodium sulfate. The ether solution is concentrated to give 1-benzoyl-5-hydroxy-4-trifluoromethyl-3-indolyl acetic acid. Starting materials: N1=C(C=CC=C1)C=O (2-pyridinecarboxaldehyde), stirring solution, BrC1=CC2=C(OCC2(C)C)C=C1 (5-bromo-2,3-dihydro-3,3-dimethylbenzo[b]furan), C(C)(C)(C)[Li] (t-butyllithium), C(CC)[N+](CCC)(CCC)CCC (tetrapropylammonium), C[N+]1(CCOCC1)[O-] (N-methyl morpholine-N-oxide). Solvent: CCOCC (ether), CCCCCC (hexane), CCCCCC (hexane). Run at time 40 minute. The product is N1=C(C=CC=C1)C(=O)C1=CC2=C(OCC2(C)C)C(=C1)C(C)(C)C ((2-Pyridinyl)-(7-tert-butyl-2,3-dihydro-3,3-dimethylbenzo[b]furan-5-yl)ketone). Yield: 29.0%. RXN SMILES: Br[C:2]1[CH:12]=[CH:11][C:5]2[O:6][CH2:7][C:8]([CH3:10])([CH3:9])[C:4]=2[CH:3]=1.[C:13]([Li])([CH3:16])([CH3:15])[CH3:14].[N:18]1[CH:23]=[CH:22][CH:21]=[CH:20][C:19]=1[CH:24]=[O:25].C([N+](CCC)(CCC)CCC)CC.C[N+]1([O-])CCOCC1>CCOCC.CCCCCC>[N:18]1[CH:23]=[CH:22][CH:21]=[CH:20][C:19]=1[C:24]([C:2]1[CH:12]=[C:11]([C:13]([CH3:16])([CH3:15])[CH3:14])[C:5]2[O:6][CH2:7][C:8]([CH3:10])([CH3:9])[C:4]=2[CH:3]=1)=[O:25]. Reported procedure: To 1.0 g (3.5 mmol) of a stirring solution of 5-bromo-2,3-dihydro-3,3-dimethylbenzo[b]furan in 2.0 mL of ether and 18 mL of dry hexane at -78° C. is added 4.4 mL (7.1 mmol) of t-butyllithium in hexane. The resulting mixture is stirred for 40 min., then 0.5 g (4.6 mmol) of 2-pyridinecarboxaldehyde is added. The reaction is allowed to slowly reach RT and is then quenched with water. The reaction is then diluted with 50 mL of ether, and the organic layer is separated. The remaining aqueous layer is... Starting materials: [OH-].[K+] (KOH), ClC=1C=C(C=CC(=O)O)C=CC1 (3-chlorocinnamic acid), [N+](=[N-])=C (Diazomethane), N(=O)N(C(=O)N)C (N-nitroso-N-methyl urea). The reagents and catalysts are C(C)(=O)[O-].[Pd+2].C(C)(=O)[O-] (palladium(II) acetate). The solvent is O (water), CCOCC (ether), ClCCl.CCOCC (dichloromethane ether), C(C)(=O)O (acetic acid), CCOCC (ether), CCOCC (ether). Conditions: time 2.5 hour. The product is COC(=O)[C@H]1[C@@H](C1)C1=CC(=CC=C1)Cl (trans-2-(3-chlorophenyl)-cyclopropanecarboxylic acid methyl ester). The yield is 94.0%. RXN SMILES: [N+](=[CH2:3])=[N-].N(N(C)[C:7](N)=[O:8])=O.[OH-:11].[K+].[Cl:13][C:14]1[CH:15]=[C:16]([CH:22]=[CH:23][CH:24]=1)[CH:17]=[CH:18][C:19](O)=O>CCOCC.O.ClCCl.CCOCC.C([O-])(=O)C.[Pd+2].C([O-])(=O)C.C(O)(=O)C>[CH3:3][O:11][C:7]([C@@H:18]1[CH2:19][C@H:17]1[C:16]1[CH:22]=[CH:23][CH:24]=[C:14]([Cl:13])[CH:15]=1)=[O:8] |f:2.3,7.8,9.10.11|. Procedure: Diazomethane in ether was generated by adding portionwise N-nitroso-N-methyl urea to a biphasic mixture of ether (100 mL) and 2.5 M KOH in water (150 mL). The ether layer was transferred by pipette to a solution of 3-chlorocinnamic acid (1.00 g, 5.48 mmol, 1 equiv.) and palladium(II) acetate (6 mg, 0.028 mmol, 0.005 equiv.) in dichloromethane: ether (1:2, 150 mL) at 0° C. The addition was continued until a persistent yellow color remained in the solution. Stirring was continued for 2.5 h at 0° C... Reactants: O=C(C(=O)O)CCC1=CC=CC=C1 (2-oxo-4-phenylbutyric acid), N[C@@H](C)C(=O)N[C@@H](CC1=CNC2=CC=CC=C12)C(=O)O (L-alanyl-L-tryptophan), C(#N)[BH3-].[Na+] (sodium cyanoborohydride). Product: C(=O)(O)C(CCC1=CC=CC=C1)N[C@@H](C)C(=O)N[C@@H](CC1=CNC2=CC=CC=C12)C(=O)O (N-(1-carboxy-3-phenylpropyl)-L-alanyl-L-tryptophan). As a reaction SMILES: O=[C:2]([CH2:6][CH2:7][C:8]1[CH:13]=[CH:12][CH:11]=[CH:10][CH:9]=1)[C:3]([OH:5])=[O:4].[NH2:14][C@H:15]([C:17]([NH:19][C@H:20]([C:31]([OH:33])=[O:32])[CH2:21][C:22]1[C:30]2[C:25](=[CH:26][CH:27]=[CH:28][CH:29]=2)[NH:24][CH:23]=1)=[O:18])[CH3:16].C([BH3-])#N.[Na+]>>[C:3]([CH:2]([NH:14][C@H:15]([C:17]([NH:19][C@H:20]([C:31]([OH:33])=[O:32])[CH2:21][C:22]1[C:30]2[C:25](=[CH:26][CH:27]=[CH:28][CH:29]=2)[NH:24][CH:23]=1)=[O:18])[CH3:16])[CH2:6][CH2:7][C:8]1[CH:13]=[CH:12][CH:11]=[CH:10][CH:9]=1)([OH:5])=[O:4] |f:2.3|. Procedure details: In the manner described in example 24, one can condense 2-oxo-4-phenylbutyric acid and L-alanyl-L-tryptophan in the presence of sodium cyanoborohydride to yield N-(1-carboxy-3-phenylpropyl)-L-alanyl-L-tryptophan. Starting materials: [N+](=O)([O-])C1=CC=C(C=C1)OC(NC1=CC=C(C=C1)N1CCOCC1)=O ((4-morpholin-4-yl-phenyl)-carbamic acid 4-nitro-phenyl ester), COC=1C=C2C(=NC=NC2=CC1OC)C1CCNCC1 (6,7-dimethoxy-4-piperidin-4-yl-quinazoline), TEA. Solvent: C(Cl)Cl.CO (DCM MeOH), N (NH3), C(Cl)Cl (DCM), C(Cl)Cl (DCM). Reaction conditions: time 3.5 hour. The product is N1(CCOCC1)C1=CC=C(C=C1)NC(=O)N1CCC(CC1)C1=NC=NC2=CC(=C(C=C12)OC)OC (4-(6,7-Dimethoxy-quinazolin-4-yl)-piperidine-1-carboxylic acid (4-morpholin-4-yl-phenyl)-amide). Isolated yield 85.8%. RXN SMILES: [CH3:1][O:2][C:3]1[CH:4]=[C:5]2[C:10](=[CH:11][C:12]=1[O:13][CH3:14])[N:9]=[CH:8][N:7]=[C:6]2[CH:15]1[CH2:20][CH2:19][NH:18][CH2:17][CH2:16]1.[N+](C1C=CC([O:30][C:31](=O)[NH:32][C:33]2[CH:38]=[CH:37][C:36]([N:39]3[CH2:44][CH2:43][O:42][CH2:41][CH2:40]3)=[CH:35][CH:34]=2)=CC=1)([O-])=O>C(Cl)Cl.CO.N.C(Cl)Cl>[N:39]1([C:36]2[CH:35]=[CH:34][C:33]([NH:32][C:31]([N:18]3[CH2:19][CH2:20][CH:15]([C:6]4[C:5]5[C:10](=[CH:11][C:12]([O:13][CH3:14])=[C:3]([O:2][CH3:1])[CH:4]=5)[N:9]=[CH:8][N:7]=4)[CH2:16][CH2:17]3)=[O:30])=[CH:38][CH:37]=2)[CH2:40][CH2:41][O:42][CH2:43][CH2:44]1 |f:2.3|. Procedure: A mixture of 6,7-dimethoxy-4-piperidin-4-yl-quinazoline (111.4 mg, 408 μmol), prepared as described in Example 1d, but with purification by silica flash chromatography (9:1 DCM/MeOH saturated with NH3), (4-morpholin-4-yl-phenyl)-carbamic acid 4-nitro-phenyl ester (147 mg, 429 μmol), prepared as described in the previous step, and DCM (700 μL) was treated with TEA (63 μL, 449 μmol) in one portion at rt. The homogeneous amber solution was stirred at rt for 3.5 h, diluted with DCM (1.3 mL), and was...